Dataset: the Open Reaction Database (ORD), a public repository of structured organic reaction records. Task: describe an organic reaction: reactants, conditions, products, and yield The reactants are CC(C)(C)NS(=O)(=O)c1cc(C#N)ccc1F, CCO, Cl. Yields the product CC(C)(C)NS(=O)(=O)c1cc(CN)ccc1F. Reaction SMILES: [C:1]([CH3:2])([CH3:3])([CH3:4])[NH:5][S:6](=[O:7])(=[O:8])[c:9]1[c:10]([F:17])[cH:11][cH:12][c:13]([C:15]#[N:16])[cH:14]1.[CH3:19][CH2:20][OH:21].[ClH:18]>>[C:1]([CH3:2])([CH3:3])([CH3:4])[NH:5][S:6](=[O:7])(=[O:8])[c:9]1[c:10]([F:17])[cH:11][cH:12][c:13]([CH2:15][NH2:16])[cH:14]1. The reactants are C1CCOC1, CCOC(=O)C1CC2Cc3[nH]ncc3C(C1)N2S(=O)(=O)c1ccc(Cl)cc1, [Na+], [OH-]. Product: O=C(O)C1CC2Cc3[nH]ncc3C(C1)N2S(=O)(=O)c1ccc(Cl)cc1. Reaction SMILES: [CH2:30]1[O:31][CH2:32][CH2:33][CH2:34]1.[CH2:3]([CH3:4])[O:5][C:6](=[O:7])[CH:8]1[CH2:9][CH:10]2[CH2:11][c:12]3[nH:13][n:14][cH:15][c:16]3[CH:17]([CH2:18]1)[N:19]2[S:20](=[O:21])(=[O:22])[c:23]1[cH:24][cH:25][c:26]([Cl:29])[cH:27][cH:28]1.[Na+:2].[OH-:1]>>[O:5]=[C:6]([OH:7])[CH:8]1[CH2:9][CH:10]2[CH2:11][c:12]3[nH:13][n:14][cH:15][c:16]3[CH:17]([CH2:18]1)[N:19]2[S:20](=[O:21])(=[O:22])[c:23]1[cH:24][cH:25][c:26]([Cl:29])[cH:27][cH:28]1. The reactants are FC=1C(=C2CCOC(C2=CC1)CN1CCN(CC1)C(=O)OC(C)(C)C)I (tert-butyl 4-[(6-fluoro-5-iodo-3,4-dihydro-1H-isochromen-1-yl)methyl]piperazine-1-carboxylate), N#N (N2), CN(C)C=O (DMF). Reagents/catalysts: C=1C=CC(=CC1)[P](C=2C=CC=CC2)(C=3C=CC=CC3)[Pd]([P](C=4C=CC=CC4)(C=5C=CC=CC5)C=6C=CC=CC6)([P](C=7C=CC=CC7)(C=8C=CC=CC8)C=9C=CC=CC9)[P](C=1C=CC=CC1)(C=1C=CC=CC1)C=1C=CC=CC1 (Pd(PPh3)4), [C-]#N.[C-]#N.[Zn+2] (Zn(CN)2). Run in CCOC(=O)C (EtOAc). Yields the product C(#N)C1=C2CCOC(C2=CC=C1F)CN1CCN(CC1)C(=O)OC(C)(C)C (tert-butyl 4-[(5-cyano-6-fluoro-3,4-dihydro-1H-isochromen-1-yl)methyl]piperazine-1-carboxylate). As a reaction SMILES: [F:1][C:2]1[C:3](I)=[C:4]2[C:9](=[CH:10][CH:11]=1)[CH:8]([CH2:12][N:13]1[CH2:18][CH2:17][N:16]([C:19]([O:21][C:22]([CH3:25])([CH3:24])[CH3:23])=[O:20])[CH2:15][CH2:14]1)[O:7][CH2:6][CH2:5]2.N#N.[CH3:29][N:30](C=O)C>CCOC(C)=O.C1C=CC([P]([Pd]([P](C2C=CC=CC=2)(C2C=CC=CC=2)C2C=CC=CC=2)([P](C2C=CC=CC=2)(C2C=CC=CC=2)C2C=CC=CC=2)[P](C2C=CC=CC=2)(C2C=CC=CC=2)C2C=CC=CC=2)(C2C=CC=CC=2)C2C=CC=CC=2)=CC=1.[C-]#N.[C-]#N.[Zn+2]>[C:29]([C:3]1[C:2]([F:1])=[CH:11][CH:10]=[C:9]2[C:4]=1[CH2:5][CH2:6][O:7][CH:8]2[CH2:12][N:13]1[CH2:18][CH2:17][N:16]([C:19]([O:21][C:22]([CH3:25])([CH3:24])[CH3:23])=[O:20])[CH2:15][CH2:14]1)#[N:30] |f:5.6.7,^1:43,45,64,83|. Procedure details: A solution of tert-butyl 4-[(6-fluoro-5-iodo-3,4-dihydro-1H-isochromen-1-yl)methyl]piperazine-1-carboxylate (200 mg, 0.42 mmol), Pd(PPh3)4 (200 mg) and Zn(CN)2 (300 mg, 2.6 mmol) in 20 mL of anhydrous DMF was to 110° C. at N2 atmosphere for 2 hours. The reaction was cooled to room temperature, diluted with EtOAc and washed with water and brine. The organic layer was dried over anhydrous sodium sulfate and concentrated. The residue was purified with prep-TLC to afford tert-butyl 4-[(5-cyano-6-flu... The reactants are CC(C)(C)OC(=O)NCC(=O)NCC1CCN(Cc2ccc(Cl)cc2)C1, CO, Cl, C1COCCO1. Yields the product NCC(=O)NCC1CCN(Cc2ccc(Cl)cc2)C1. Reaction SMILES: [C:1]([O:2][C:3](=[O:4])[NH:8][CH2:9][C:10](=[O:11])[NH:12][CH2:13][CH:14]1[CH2:15][N:16]([CH2:19][c:20]2[cH:21][cH:22][c:23]([Cl:26])[cH:24][cH:25]2)[CH2:17][CH2:18]1)([CH3:5])([CH3:6])[CH3:7].[CH3:28][OH:29].[ClH:27].[O:30]1[CH2:31][CH2:32][O:33][CH2:34][CH2:35]1>>[NH2:8][CH2:9][C:10](=[O:11])[NH:12][CH2:13][CH:14]1[CH2:15][N:16]([CH2:19][c:20]2[cH:21][cH:22][c:23]([Cl:26])[cH:24][cH:25]2)[CH2:17][CH2:18]1. The reactants are C=O (paraformaldehyde), C(CCCCCCC)O (1-octanol), Br (HBr). Solvent: C(Cl)(Cl)Cl (chloroform). The product is BrCOCCCCCCCC (Bromomethyloctylether). Reaction SMILES: [CH2:1]=[O:2].[CH2:3](O)[CH2:4][CH2:5][CH2:6][CH2:7][CH2:8][CH2:9][CH3:10].[BrH:12]>C(Cl)(Cl)Cl>[Br:12][CH2:1][O:2][CH2:3][CH2:4][CH2:5][CH2:6][CH2:7][CH2:8][CH2:9][CH3:10]. Reported procedure: 30 g (1 mole) of paraformaldehyde, 107 ml of 1-octanol (1 mole) are stirred in 100 ml chloroform at 0°-5° C., by passing HBr gas. After the reaction completion, indicated by the complete dissolution of the solid, the organic layer is washed with water several times, and dried over anhydrous sodium sulphate. The residue is diluted in chloroform, to give a 3M solution. The product boiled at 150°-155° C. (1 torr) and has a singlet (2 hydrogens) at 5.8 ppm from TMS. The product is kept refrigerated. Reactants: CCO, N, O, N#CC(Cc1ccccc1)c1cccc(-c2cn[nH]c2)c1. The product is NCC(Cc1ccccc1)c1cccc(-c2cn[nH]c2)c1. RXN SMILES: [CH3:24][CH2:25][OH:26].[NH3:22].[OH2:23].[c:1]1([CH2:7][CH:8]([C:9]#[N:10])[c:11]2[cH:12][c:13](-[c:17]3[cH:18][n:19][nH:20][cH:21]3)[cH:14][cH:15][cH:16]2)[cH:2][cH:3][cH:4][cH:5][cH:6]1>>[c:1]1([CH2:7][CH:8]([CH2:9][NH2:10])[c:11]2[cH:12][c:13](-[c:17]3[cH:18][n:19][nH:20][cH:21]3)[cH:14][cH:15][cH:16]2)[cH:2][cH:3][cH:4][cH:5][cH:6]1. The reactants are C1(=CC=CC=C1)N1N=C(CC1=O)Cl (2,4-dihydro-2-phenyl-5-chloro-3H-pyrazol-3-one), BrCN1S(C2=C(C1=O)C(=CC(=C2)OC)C(C)C)(=O)=O (2-bromomethyl-4-isopropyl-6-methoxy-1,2-benziso thiazol-3(2H)-one 1,1-dioxide), [F-].[K+] (KF). Solvent: CN(C)C=O (DMF), ice water. The product is C(C)(C)C1=CC(=CC2=C1C(N(S2(=O)=O)COC2=CC(=NN2C2=CC=CC=C2)Cl)=O)OC (4-isopropyl-6-methoxy-2-(1-phenyl-3-chloropyrazol-5-yl-oxymethyl)-1,2-benzisothiazol-3(2H)-one 1, 1-dioxide). The yield is 31.9%. As a reaction SMILES: [C:1]1([N:7]2[C:11](=[O:12])[CH2:10][C:9]([Cl:13])=[N:8]2)[CH:6]=[CH:5][CH:4]=[CH:3][CH:2]=1.Br[CH2:15][N:16]1[C:20](=[O:21])[C:19]2[C:22]([CH:28]([CH3:30])[CH3:29])=[CH:23][C:24]([O:26][CH3:27])=[CH:25][C:18]=2[S:17]1(=[O:32])=[O:31].[F-].[K+]>CN(C=O)C>[CH:28]([C:22]1[C:19]2[C:20](=[O:21])[N:16]([CH2:15][O:12][C:11]3[N:7]([C:1]4[CH:2]=[CH:3][CH:4]=[CH:5][CH:6]=4)[N:8]=[C:9]([Cl:13])[CH:10]=3)[S:17](=[O:32])(=[O:31])[C:18]=2[CH:25]=[C:24]([O:26][CH3:27])[CH:23]=1)([CH3:30])[CH3:29] |f:2.3|. Procedure details: A mixture 2,4-dihydro-2-phenyl-5-chloro-3H-pyrazol-3-one (350 mg; 1.8 mmol), 2-bromomethyl-4-isopropyl-6-methoxy-1,2-benziso thiazol-3(2H)-one 1,1-dioxide (686 mg, 1.98 mmol), and KF (209 mg; 3.6 mmol) in DMF (8 ml) was stirred at 20° C. for 3 hours and the mixture was diluted with ice water. The above mixture was extracted with ether (3×) and the organic layer was dried over sodium sulfate, and concentrated in vacuo. The residue was purified by column chromatography (silica gel; 25-50% ethyl ac... The reactants are ClC=1C=C(C=CC1F)/C=C(/C(=O)O)\C ((E)-3-(3-chloro-4-fluorophenyl)-2-methylacrylic acid), Cl.CNOC (N,O-dimethylhydroxylamine hydrochloride), O.ON1N=NC2=C1C=CC=C2 (1-hydroxybenzotriazole hydrate), Cl.C(C)N=C=NCCCN(C)C (1-ethyl-3-[3-(dimethylamino)propyl]-carbodiimide hydrochloride), C(C)(C)N(CC)C(C)C (diisopropylethyl amine). Run in CN(C)C=O (DMF), O (water). Product: ClC=1C=C(C=CC1F)/C=C(/C(=O)N(C)OC)\C ((E)-3-(3-chloro-4-fluorophenyl)-N-methoxy-N,2-dimethylacrylamide). Yield: 47.9%. RXN SMILES: [Cl:1][C:2]1[CH:3]=[C:4](/[CH:9]=[C:10](\[CH3:14])/[C:11](O)=[O:12])[CH:5]=[CH:6][C:7]=1[F:8].Cl.[CH3:16][NH:17][O:18][CH3:19].O.ON1C2C=CC=CC=2N=N1.Cl.C(N=C=NCCCN(C)C)C.C(N(C(C)C)CC)(C)C>CN(C=O)C.O>[Cl:1][C:2]1[CH:3]=[C:4](/[CH:9]=[C:10](\[CH3:14])/[C:11]([N:17]([O:18][CH3:19])[CH3:16])=[O:12])[CH:5]=[CH:6][C:7]=1[F:8] |f:1.2,3.4,5.6|. Reported procedure: A mixture of Example 9B (11.9 g, 55.45 mmol), N,O-dimethylhydroxylamine hydrochloride (5.7 g, 58 mmol), 1-hydroxybenzotriazole hydrate (7.88 g, 53.8 mmol), 1-ethyl-3-[3-(dimethylamino)propyl]-carbodiimide hydrochloride (11 g, 57.58 mmol) and diisopropylethyl amine (47.4 g, 63.9 mL, 370 mol) was stirred in DMF (400 mL) at ambient temperature overnight. The solution was diluted with water and extracted with ethyl acetate. The combined organic extract was washed with saturated sodium bicarbonate so...